This data is from the Open Reaction Database (ORD), a public repository of structured organic reaction records. The task is: describe an organic reaction: reactants, conditions, products, and yield Reactants: ClC=1C=CC2=C(C(=NO2)OCC(COC(NC)=S)NC(=O)OC(C)(C)C)C1 (5-chloro-3-(2-tert-butoxycarbonylamino-3-methylthiocarbamoyloxypropoxy)-1,2-benzoisoxazole), O1CCOCC1 (dioxane), Cl (hydrogen chloride), CC(C)O (2-propanol). Run in CO (methanol). Product: Cl.NC(COC1=NOC2=C1C=C(C=C2)Cl)COC(NC)=S (3-(2-amino-3-methylthiocarbamoyloxypropoxy)-5-chloro-1,2-benzoisoxazole hydrochloride). RXN SMILES: [Cl:1][C:2]1[CH:3]=[CH:4][C:5]2[O:9][N:8]=[C:7]([O:10][CH2:11][CH:12]([NH:19]C(OC(C)(C)C)=O)[CH2:13][O:14][C:15](=[S:18])[NH:16][CH3:17])[C:6]=2[CH:27]=1.O1CCOCC1.Cl.CC(O)C>CO>[ClH:1].[NH2:19][CH:12]([CH2:13][O:14][C:15](=[S:18])[NH:16][CH3:17])[CH2:11][O:10][C:7]1[C:6]2[CH:27]=[C:2]([Cl:1])[CH:3]=[CH:4][C:5]=2[O:9][N:8]=1 |f:5.6|. Procedure: To a solution of 0.4 g of 5-chloro-3-(2-tert-butoxycarbonylamino-3-methylthiocarbamoyloxypropoxy)-1,2-benzoisoxazole in 10 ml of methanol is added 5 ml of a dioxane solution (3.2N) of hydrogen chloride at room temperature, and they are subjected to reaction at the same temperature for three hours, after which the solvent is removed by distillation under reduced pressure. To the residue obtained is added 3 ml of 2-propanol, and the crystals precipitated are collected by filtration, to obtain 0.22... Reactants: N1=C(C=NC2=CC=CC=C12)C(CC1=NC2=CC=CC=C2N=C1)O (1,2-di(quinoxalin-2-yl)ethanol), O=S(Cl)Cl (SOCl2). Yields the product ClC(CC1=NC2=CC=CC=C2N=C1)C1=NC2=CC=CC=C2N=C1 (2,2′-(1-chloroethane-1,2-diyl)diquinoxaline). As a reaction SMILES: [N:1]1[C:10]2[C:5](=[CH:6][CH:7]=[CH:8][CH:9]=2)[N:4]=[CH:3][C:2]=1[CH:11](O)[CH2:12][C:13]1[CH:22]=[N:21][C:20]2[C:15](=[CH:16][CH:17]=[CH:18][CH:19]=2)[N:14]=1.O=S(Cl)[Cl:26]>>[Cl:26][CH:11]([C:2]1[CH:3]=[N:4][C:5]2[C:10](=[CH:9][CH:8]=[CH:7][CH:6]=2)[N:1]=1)[CH2:12][C:13]1[CH:22]=[N:21][C:20]2[C:15](=[CH:16][CH:17]=[CH:18][CH:19]=2)[N:14]=1. Procedure: A solution of 1,2-di(quinoxalin-2-yl)ethanol (0.05 g, 0.166 mmol) in SOCl2 (2 mL) was stirred at room temperature for 1 hour. The solution was then concentrated to afford 2,2′-(1-chloroethane-1,2-diyl)diquinoxaline (0.05 g) as a yellow solid. MS (ESI) m/z 321.1 (M+H+). The reactants are O (water), solution, FC(C(CN1N=CN=C1)(O)C1=C(C=C(C=C1)F)F)(SC)F (3,3-difluoro-2-(2',4'-difluorophenyl)-3-methylthio-1-(1H-1,2,4-triazol-1-yl)propan-2-ol), ClC1=CC(=CC=C1)C(=O)OO (m-chloroperbenzoic acid). The solvent is C(Cl)Cl (methylene chloride). Reaction conditions: time 30 minute. Product: FC(C(CN1N=CN=C1)(O)C1=C(C=C(C=C1)F)F)(S(=O)C)F (3,3-difluoro-2-(2',4'-difluorophenyl)-3-methylsulfinyl-1-(1H-1,2,4-triazol-1-yl)propan-2-ol). The yield is 40.4%. As a reaction SMILES: [F:1][C:2]([F:21])([S:19][CH3:20])[C:3]([C:11]1[CH:16]=[CH:15][C:14]([F:17])=[CH:13][C:12]=1[F:18])([OH:10])[CH2:4][N:5]1[CH:9]=[N:8][CH:7]=[N:6]1.ClC1C=CC=C(C(OO)=[O:30])C=1.O>C(Cl)Cl>[F:21][C:2]([F:1])([S:19]([CH3:20])=[O:30])[C:3]([C:11]1[CH:16]=[CH:15][C:14]([F:17])=[CH:13][C:12]=1[F:18])([OH:10])[CH2:4][N:5]1[CH:9]=[N:8][CH:7]=[N:6]1. Reported procedure: To a 10 ml solution of 150 mg (0.47 mmol) of 3,3-difluoro-2-(2',4'-difluorophenyl)-3-methylthio-1-(1H-1,2,4-triazol-1-yl)propan-2-ol [Compound (1a-1)] in methylene chloride, 114 mg (0.56 mmol) of m-chloroperbenzoic acid were added at room temperature, followed by stirring for 30 minutes. To the reaction mixture, water was added, followed by extraction with chloroform. The extract was then washed successively with a 10% aqueous solution of sodium thiosulfate and a 10% aqueous solution of sodium c... The reactants are COC1=CC=C(CN(C2=NC=C(C=N2)C=2C3=C(N=C(N2)N2CCOCC2)NCC3)CC3=CC=C(C=C3)OC)C=C1 (bis-(4-methoxy-benzyl)-[5-(2-morpholin-4-yl-6,7-dihydro-5H-pyrrolo[2,3-d]pyrimidin-4-yl)-pyrimidin-2-yl]-amine), BrC1=C(C=C(C=C1)C(=O)N1CCCCC1)C ((4-bromo-3-methyl-phenyl)-piperidin-1-yl-methanone). The product is COC1=CC=C(CN(C2=NC=C(C=N2)C=2C3=C(N=C(N2)N2CCOCC2)N(CC3)C3=C(C=C(C=C3)C(=O)N3CCCCC3)C)CC3=CC=C(C=C3)OC)C=C1 ([4-(4-{2-[bis-(4-methoxy-benzyl)-amino]-pyrimidin-5-yl}-2-morpholin-4-yl-5,6-dihydro-pyrrolo[2,3-d]pyrimidin-7-yl)-3-methyl-phenyl]-piperidin-1-yl-methanone). Reaction SMILES: [CH3:1][O:2][C:3]1[CH:40]=[CH:39][C:6]([CH2:7][N:8]([CH2:30][C:31]2[CH:36]=[CH:35][C:34]([O:37][CH3:38])=[CH:33][CH:32]=2)[C:9]2[N:14]=[CH:13][C:12]([C:15]3[C:16]4[CH2:29][CH2:28][NH:27][C:17]=4[N:18]=[C:19]([N:21]4[CH2:26][CH2:25][O:24][CH2:23][CH2:22]4)[N:20]=3)=[CH:11][N:10]=2)=[CH:5][CH:4]=1.Br[C:42]1[CH:47]=[CH:46][C:45]([C:48]([N:50]2[CH2:55][CH2:54][CH2:53][CH2:52][CH2:51]2)=[O:49])=[CH:44][C:43]=1[CH3:56]>>[CH3:38][O:37][C:34]1[CH:33]=[CH:32][C:31]([CH2:30][N:8]([CH2:7][C:6]2[CH:5]=[CH:4][C:3]([O:2][CH3:1])=[CH:40][CH:39]=2)[C:9]2[N:10]=[CH:11][C:12]([C:15]3[C:16]4[CH2:29][CH2:28][N:27]([C:42]5[CH:47]=[CH:46][C:45]([C:48]([N:50]6[CH2:51][CH2:52][CH2:53][CH2:54][CH2:55]6)=[O:49])=[CH:44][C:43]=5[CH3:56])[C:17]=4[N:18]=[C:19]([N:21]4[CH2:26][CH2:25][O:24][CH2:23][CH2:22]4)[N:20]=3)=[CH:13][N:14]=2)=[CH:36][CH:35]=1. Reported procedure: Using bis-(4-methoxy-benzyl)-[5-(2-morpholin-4-yl-6,7-dihydro-5H-pyrrolo[2,3-d]pyrimidin-4-yl)-pyrimidin-2-yl]-amine (50 mg) and (4-bromo-3-methyl-phenyl)-piperidin-1-yl-methanone (40 mg) instead of 4-chloropicolinic acid t-butylamide, in the same manner as Example 1-D-07, a crude product of [4-(4-{2-[bis-(4-methoxy-benzyl)-amino]-pyrimidin-5-yl}-2-morpholin-4-yl-5,6-dihydro-pyrrolo[2,3-d]pyrimidin-7-yl)-3-methyl-phenyl]-piperidin-1-yl-methanone was obtained, and then the PMB groups were removed... Reactants: COC(=O)C1CCC2C3CN(C(C)(C)C)C4=CC(=O)C=CC4(C)C3CCC12CC(=O)O, CCNCC. Product: CCN(CC)C(=O)C1CCC2C3CN(C(C)(C)C)C4=CC(=O)C=CC4(C)C3CCC12CC(=O)O. As a reaction SMILES: [C:1](=[O:2])([O:3][CH3:4])[CH:5]1[C:6]2([CH2:7][C:8](=[O:9])[OH:10])[CH:11]([CH2:12][CH2:13]1)[CH:14]1[CH2:15][N:16]([C:28]([CH3:29])([CH3:30])[CH3:31])[C:17]3=[CH:18][C:19](=[O:27])[CH:20]=[CH:21][C:22]3([CH3:23])[CH:24]1[CH2:25][CH2:26]2.[CH2:32]([CH3:33])[NH:34][CH2:35][CH3:36]>>[C:1](=[O:2])([CH:5]1[C:6]2([CH2:7][C:8](=[O:9])[OH:10])[CH:11]([CH2:12][CH2:13]1)[CH:14]1[CH2:15][N:16]([C:28]([CH3:29])([CH3:30])[CH3:31])[C:17]3=[CH:18][C:19](=[O:27])[CH:20]=[CH:21][C:22]3([CH3:23])[CH:24]1[CH2:25][CH2:26]2)[N:34]([CH2:32][CH3:33])[CH2:35][CH3:36]. Reactants: FC=1C=C2C=CC=NC2=C(C1)N (6-fluoroquinolin-8-amine), N1=CC(=CC=C1)S(=O)(=O)Cl (pyridine-3-sulfonyl chloride), FC=1C=C2C=CC=NC2=C(C1)N (6-fluoroquinolin-8-amine), N1=CC(=CC=C1)S(=O)(=O)Cl (pyridine-3-sulfonyl chloride). Reagents/catalysts: CN(C)C=1C=CN=CC1 (DMAP). Product: FC=1C=C2C=CC=NC2=C(C1)NS(=O)(=O)C=1C=NC=CC1 (Pyridine-3-sulfonic acid (6-fluoro-quinolin-8-yl)-amide). The yield is 31.9%. RXN SMILES: [F:1][C:2]1[CH:3]=[C:4]2[C:9](=[C:10]([NH2:12])[CH:11]=1)[N:8]=[CH:7][CH:6]=[CH:5]2.[N:13]1[CH:18]=[CH:17][CH:16]=[C:15]([S:19](Cl)(=[O:21])=[O:20])[CH:14]=1>CN(C1C=CN=CC=1)C>[F:1][C:2]1[CH:3]=[C:4]2[C:9](=[C:10]([NH:12][S:19]([C:15]3[CH:14]=[N:13][CH:18]=[CH:17][CH:16]=3)(=[O:21])=[O:20])[CH:11]=1)[N:8]=[CH:7][CH:6]=[CH:5]2. Procedure: In a similar fashion using route 14 general procedure 27, 6-fluoroquinolin-8-amine (Intermediate 48) (100 mg, 0.62 mmol), pyridine 3-sulfonyl chloride (Intermediate 17) (130 mg, 0.74 mmol) and DMAP (cat.) gave the title compound (60 mg, 32%) after purification by column chromatography with n-hexane/DCM (1:0-0:1) gradient elution followed by recrystallisation from DCM/n-pentane.